This data is from the Open Reaction Database (ORD), a public repository of structured organic reaction records. The task is: describe an organic reaction: reactants, conditions, products, and yield Product: ClCCCN1N=C2C(=NC=3C=CC=CC3C2=C1CC(C)C)N (2-(3-chloropropyl)-1-(2-methylpropyl)-2H-pyrazolo[3,4-c]quinolin-4-amine). Reported procedure: 1-(2-Methylpropyl)-2H-pyrazolo[3,4-c]quinolin-4-amine (2.4 g, 9.99 mmol, prepared as described in Example 9), potassium carbonate (5.5 g, 39.9 mmol), 3-chloroiodopropane (1.2 mL, 11.0 mmol), and DMF (110 mL) were combined and heated at 40° C. overnight. The reaction mixture was diluted with water and then extracted with ethyl acetate. The combined extracts were washed with water and concentrated under reduced pressure. The residue was purified twice by chromatography on a HORIZON HPFC system (si... Reactants: CC(CC=1NN=C2C(=NC=3C=CC=CC3C21)N)C (1-(2-Methylpropyl)-2H-pyrazolo[3,4-c]quinolin-4-amine), CN(C)C=O (DMF), C([O-])([O-])=O.[K+].[K+] (potassium carbonate), ClCCCI (3-chloroiodopropane). Run at temperature 40 celsius. Run in O (water). As a reaction SMILES: [CH3:1][CH:2]([CH3:18])[CH2:3][C:4]1[NH:5][N:6]=[C:7]2[C:16]=1[C:15]1[CH:14]=[CH:13][CH:12]=[CH:11][C:10]=1[N:9]=[C:8]2[NH2:17].C(=O)([O-])[O-].[K+].[K+].[Cl:25][CH2:26][CH2:27][CH2:28]I.CN(C=O)C>O>[Cl:25][CH2:26][CH2:27][CH2:28][N:5]1[C:4]([CH2:3][CH:2]([CH3:18])[CH3:1])=[C:16]2[C:7]([C:8]([NH2:17])=[N:9][C:10]3[CH:11]=[CH:12][CH:13]=[CH:14][C:15]=32)=[N:6]1 |f:1.2.3|. Run at time 47 hour. The product is C(C)N1C(=O)NC=2N=CN(C2C1=O)CC (1,7-diethylxanthine). RXN SMILES: C([N:8]1[C:16]2[N:15]=[CH:14][N:13]([CH2:17][CH3:18])[C:12]=2[C:11](=[O:19])[N:10]([CH2:20][CH3:21])[C:9]1=[O:22])C1C=CC=CC=1.C>C(O)(=O)C.[Pd]>[CH2:20]([N:10]1[C:11](=[O:19])[C:12]2[N:13]([CH2:17][CH3:18])[CH:14]=[N:15][C:16]=2[NH:8][C:9]1=[O:22])[CH3:21]. The yield is 64.5%. Solvent: C(C)(=O)O (acetic acid). The reactants are C(C1=CC=CC=C1)N1C(N(C(C=2N(C=NC12)CC)=O)CC)=O (3-benzyl-1,7-diethylxanthine), C (charcoal). Procedure details: 18 g of 3-benzyl-1,7-diethylxanthine (melting point 119° C.) in 1,500 ml of glacial acetic acid were hydrogenated in the presence of 2.5 g of 10% palladium on active charcoal at 80° C. and under 3.4 bar while shaking for 47 hours. After cooling down, the mixture was covered with an atmosphere of nitrogen while the catalyst was filtered off and the filtrate was evaporated under reduced pressure. The residue was dissolved in a mixture of 250 ml of methylene chloride and 100 ml of 1N sodium hydroxi... Reagents/catalysts: [Pd] (palladium). Reactants: C(C1=CC=CC=C1)N(C(=O)C1CCC=2N(C3=CC=CC=C3C2C1)CC(=O)OCC)CC1=CC=CC=C1 (ethyl (±)-(3-dibenzylcarbamoyl-1,2,3,4-tetrahydro-carbazol-9-yl)-acetate), [OH-].[Na+] (NaOH). The solvent is C1CCOC1 (THF). Yields the product C(C1=CC=CC=C1)N(C(=O)C1CCC=2N(C3=CC=CC=C3C2C1)CC(=O)O)CC1=CC=CC=C1 ((±)-(3-Dibenzylcarbamoyl-1,2,3,4-tetrahydro-carbazol-9-yl)-acetic acid). Reaction SMILES: [CH2:1]([N:8]([CH2:30][C:31]1[CH:36]=[CH:35][CH:34]=[CH:33][CH:32]=1)[C:9]([CH:11]1[CH2:23][C:22]2[C:21]3[C:16](=[CH:17][CH:18]=[CH:19][CH:20]=3)[N:15]([CH2:24][C:25]([O:27]CC)=[O:26])[C:14]=2[CH2:13][CH2:12]1)=[O:10])[C:2]1[CH:7]=[CH:6][CH:5]=[CH:4][CH:3]=1.[OH-].[Na+]>C1COCC1>[CH2:30]([N:8]([CH2:1][C:2]1[CH:7]=[CH:6][CH:5]=[CH:4][CH:3]=1)[C:9]([CH:11]1[CH2:23][C:22]2[C:21]3[C:16](=[CH:17][CH:18]=[CH:19][CH:20]=3)[N:15]([CH2:24][C:25]([OH:27])=[O:26])[C:14]=2[CH2:13][CH2:12]1)=[O:10])[C:31]1[CH:36]=[CH:35][CH:34]=[CH:33][CH:32]=1 |f:1.2|. Reported procedure: A stirred solution of crude ethyl (±)-(3-dibenzylcarbamoyl-1,2,3,4-tetrahydro-carbazol-9-yl)-acetate (0.1 mmol) in THF (1 ml) is treated with 0.2 N aqueous NaOH (0.5 ml, 0.1 mmol) added at rt for 15 min. Then, the reaction mixture is extracted twice with diethyl ether (2 ml), acidified to pH 1 by addition of 1M HCl and extracted with CH2Cl2. The combined organic layers are dried (Na2SO4), filtered and evaporated. The resulting solid is recrystallized from diethyl ether to yield title compound as... As a reaction SMILES: [CH3:20][S:21]([CH3:22])=[O:23].[H-:18].[NH2:1][c:2]1[n:3][cH:4][cH:5][c:6]([Cl:8])[cH:7]1.[NH2:9][c:10]1[c:11]([Cl:17])[cH:12][c:13]([OH:16])[cH:14][cH:15]1.[Na+:19].[OH2:24]>>[NH2:1][c:2]1[n:3][cH:4][cH:5][c:6]([O:16][c:13]2[cH:12][c:11]([Cl:17])[c:10]([NH2:9])[cH:15][cH:14]2)[cH:7]1. Starting materials: CS(C)=O, [H-], Nc1cc(Cl)ccn1, Nc1ccc(O)cc1Cl, [Na+], O. Product: Nc1cc(Oc2ccc(N)c(Cl)c2)ccn1.